This data is from the Open Reaction Database (ORD), a public repository of structured organic reaction records. The task is: describe an organic reaction: reactants, conditions, products, and yield Starting materials: CCO, CC(C)(C)OC(=O)N1CCC2(C=CC(=O)CC2)CC1. Yields the product CC(C)(C)OC(=O)N1CCC2(CCC(=O)CC2)CC1. Reaction SMILES: [CH3:20][CH2:21][OH:22].[O:1]=[C:2]1[CH:3]=[CH:4][C:5]2([CH2:6][CH2:7][N:8]([C:11](=[O:12])[O:13][C:14]([CH3:15])([CH3:16])[CH3:17])[CH2:9][CH2:10]2)[CH2:18][CH2:19]1>>[O:1]=[C:2]1[CH2:3][CH2:4][C:5]2([CH2:6][CH2:7][N:8]([C:11](=[O:12])[O:13][C:14]([CH3:15])([CH3:16])[CH3:17])[CH2:9][CH2:10]2)[CH2:18][CH2:19]1. Reactants: C(C)(C)(C)[Li] (t-butyllithium), CNC(=O)C=1SC(=C(C1)C)C (4,5-dimethyl-thiophene-2-carboxylic acid methylamide), C(C1=CC=CC=C1)(=O)Cl (benzoyl chloride). Solvent: C1CCOC1 (THF). Product: CNC(=O)C=1SC(=C(C1C(C1=CC=CC=C1)=O)C)C (3-benzoyl-4,5-dimethylthiophene-2-carboxylic acid methylamide). Reaction SMILES: [CH3:1][NH:2][C:3]([C:5]1[S:6][C:7]([CH3:11])=[C:8]([CH3:10])[CH:9]=1)=[O:4].C([Li])(C)(C)C.[C:17](Cl)(=[O:24])[C:18]1[CH:23]=[CH:22][CH:21]=[CH:20][CH:19]=1>C1COCC1>[CH3:1][NH:2][C:3]([C:5]1[S:6][C:7]([CH3:11])=[C:8]([CH3:10])[C:9]=1[C:17](=[O:24])[C:18]1[CH:23]=[CH:22][CH:21]=[CH:20][CH:19]=1)=[O:4]. Procedure details: A solution of 10 (0.40 g, 2.37 mmole) in 20 mL dry THF was cooled to −70° C. and stirred during the addition of t-butyllithium (5.21 mmole). After 30 minutes of stirring benzoyl chloride (0.42 g=0.35 mL, 3 mmole) was added and the mixture was warmed to room temperature. Workup consisted of quenching the reaction with saturated aqueous NH4Cl and extraction of product into ethyl acetate. The extract was dried over MgSO4, evaporated and product purified by chromatography on silica gel eluted with h... Starting materials: [F-].C(CCC)[N+](CCCC)(CCCC)CCCC (Tetrabutyl ammonium fluoride), CC(C)(C)[Si](O[C@@H]1[C@H](N(CC1)C(=O)OC(C)(C)C)C)(C)C (1,1-dimethylethyl(2R,3S)-3-{[(1,1-dimethylethyl)(dimethyl)silyl]oxy}-2-methyl-1-pyrrolidinecarboxylate). Run in C1CCOC1 (THF). Conditions: time 16 hour. Yields the product O[C@@H]1[C@H](N(CC1)C(=O)OC(C)(C)C)C (1,1-Dimethylethyl(2R,3S)-3-hydroxy-2-methyl-1-pyrrolidinecarboxylate). Reaction SMILES: [F-].C([N+](CCCC)(CCCC)CCCC)CCC.CC([Si](C)(C)[O:24][C@H:25]1[CH2:29][CH2:28][N:27]([C:30]([O:32][C:33]([CH3:36])([CH3:35])[CH3:34])=[O:31])[C@@H:26]1[CH3:37])(C)C>C1COCC1>[OH:24][C@H:25]1[CH2:29][CH2:28][N:27]([C:30]([O:32][C:33]([CH3:36])([CH3:35])[CH3:34])=[O:31])[C@@H:26]1[CH3:37] |f:0.1|. Procedure details: Tetrabutyl ammonium fluoride (16.7 mL, 1N in THF, 16.73 mmol) was added to a solution of 1,1-dimethylethyl(2R,3S)-3-{[(1,1-dimethylethyl)(dimethyl)silyl]oxy}-2-methyl-1-pyrrolidinecarboxylate in THF and stirred for 16 hours at room temperature. The reaction mixture was concentrated under reduced pressure and purified by silica gel column chromatography to yield the title compound (1.55 g, 7.8 mmol). 1H NMR (400 MHz, DMSO-D6) δ ppm 1.0 (m, 3H), 1.4 (s, 9H), 1.6 (m, 1H), 1.9 (m, 1H), 3.3 (m, 2H), ... The reactants are CCOCC.C(C)(C)O (ether isopropanol), C(C)O (Ethanol), C(C)(=O)NC=1C=C2CCC(OC2=CC1)CC#N (6-acetamido-2-cyanomethylchromane), Cl (hydrochloric acid). Conditions: time 6 hour. Product: Cl.NC=1C=C2CCC(OC2=CC1)CC(=O)OCC (ethyl 2-(6-aminochroman-2-yl)acetate hydrochloride). The yield is 80.0%. Reaction SMILES: C([NH:4][C:5]1[CH:6]=[C:7]2[C:12](=[CH:13][CH:14]=1)[O:11][CH:10]([CH2:15][C:16]#N)[CH2:9][CH2:8]2)(=O)C.[CH2:18]([OH:20])[CH3:19].CC[O:23]CC.C(O)(C)C.[ClH:30]>>[ClH:30].[NH2:4][C:5]1[CH:6]=[C:7]2[C:12](=[CH:13][CH:14]=1)[O:11][CH:10]([CH2:15][C:16]([O:20][CH2:18][CH3:19])=[O:23])[CH2:9][CH2:8]2 |f:2.3,5.6|. Procedure details: A mixture of 1.5 g of 6-acetamido-2-cyanomethylchromane (Example 14) in 25 mL of concentrated hydrochloric acid is stirred vigorously at room temperature for about 6 h. Ethanol (50 mL) is added and the mixture allowed to stand overnight. The precipitate is filtered, rinsed with 50-mL aliquots of ether, and dried. Absolute ethanol (25 mL) and HCl (10 mL) are stirred with the precipitate for 2 h, followed by addition of 10 mL of concentrated HCl. The precipitate is recovered and recrystallized twi... Reactants: FC(OC=1C=C(N)C=CC1)(F)F (3-(trifluoromethoxy)aniline), ClC1=C(C=C(C(=O)Cl)C=C1)I (4-chloro-3-iodobenzoylchloride). Product: ClC1=C(C=C(C(=O)NC2=CC(=CC=C2)OC(F)(F)F)C=C1)I (4-Chloro-3-iodo-N-(3-(trifluoromethoxy)phenyl)benzamide). As a reaction SMILES: [F:1][C:2]([F:12])([F:11])[O:3][C:4]1[CH:5]=[C:6]([CH:8]=[CH:9][CH:10]=1)[NH2:7].[Cl:13][C:14]1[CH:22]=[CH:21][C:17]([C:18](Cl)=[O:19])=[CH:16][C:15]=1[I:23]>>[Cl:13][C:14]1[CH:22]=[CH:21][C:17]([C:18]([NH:7][C:6]2[CH:8]=[CH:9][CH:10]=[C:4]([O:3][C:2]([F:11])([F:12])[F:1])[CH:5]=2)=[O:19])=[CH:16][C:15]=1[I:23]. Reported procedure: 4-Chloro-3-iodo-N-(3-(trifluoromethoxy)phenyl)benzamide was synthesized from 3-(trifluoromethoxy)aniline and 4-chloro-3-iodobenzoylchloride according to the procedure described in Example 183, affording the title compound as a white solid. MS (M−H+) 439.8; Calculated for C14H8ClF3INO2: 441.